From a dataset of the Open Reaction Database (ORD), a public repository of structured organic reaction records. describe an organic reaction: reactants, conditions, products, and yield Starting materials: O=C(CCCCl)NCC=CCOc1cc(CN2CCCCC2)ccn1, Cc1nnc(S)s1. Product: Cc1nnc(SCCCC(=O)NCC=CCOc2cc(CN3CCCCC3)ccn2)s1. RXN SMILES: [N:1]1([CH2:7][c:8]2[cH:9][c:10]([O:14][CH2:15][CH:16]=[CH:17][CH2:18][NH:19][C:20]([CH2:21][CH2:22][CH2:23][Cl:24])=[O:25])[n:11][cH:12][cH:13]2)[CH2:2][CH2:3][CH2:4][CH2:5][CH2:6]1.[SH:26][c:27]1[s:28][c:29]([CH3:32])[n:30][n:31]1>>[N:1]1([CH2:7][c:8]2[cH:9][c:10]([O:14][CH2:15][CH:16]=[CH:17][CH2:18][NH:19][C:20]([CH2:21][CH2:22][CH2:23][S:26][c:27]3[s:28][c:29]([CH3:32])[n:30][n:31]3)=[O:25])[n:11][cH:12][cH:13]2)[CH2:2][CH2:3][CH2:4][CH2:5][CH2:6]1. Starting materials: COC(=O)C(N)CC(C)C, CO, CCN(C(C)C)C(C)C, ClCCl, Cl, O=C(c1ccccc1)C(F)(F)F, [Na+], [OH-]. Product: COC(=O)C(CC(C)C)NC(c1ccccc1)C(F)(F)F. RXN SMILES: [CH3:2][O:3][C:4]([CH:5]([NH2:6])[CH2:7][CH:8]([CH3:9])[CH3:10])=[O:11].[CH3:38][OH:39].[CH:24]([N:25]([CH:26]([CH3:27])[CH3:28])[CH2:29][CH3:30])([CH3:31])[CH3:32].[Cl:35][CH2:36][Cl:37].[ClH:1].[F:12][C:13]([C:14](=[O:15])[c:16]1[cH:17][cH:18][cH:19][cH:20][cH:21]1)([F:22])[F:23].[Na+:34].[OH-:33]>>[CH3:2][O:3][C:4]([CH:5]([NH:6][CH:14]([C:13]([F:12])([F:22])[F:23])[c:16]1[cH:17][cH:18][cH:19][cH:20][cH:21]1)[CH2:7][CH:8]([CH3:9])[CH3:10])=[O:11]. The reactants are O=C(C(=O)Cl)C=1SC=CC1 (oxo-thiophen-2-yl-acetyl chloride), CN1CCC(CC1)CO ((1-Methyl-piperidin-4-yl)-methanol). Solvent: C(Cl)(Cl)Cl (chloroform), C(Cl)(Cl)Cl (chloroform). Run at time 2 hour. Product: CN1CCC(CC1)COC(C(C=1SC=CC1)=O)=O (Oxo-thiophen-2-yl-acetic acid 1-methyl-piperidin-4-ylmethyl ester). RXN SMILES: [O:1]=[C:2]([C:6]1[S:7][CH:8]=[CH:9][CH:10]=1)[C:3](Cl)=[O:4].[CH3:11][N:12]1[CH2:17][CH2:16][CH:15]([CH2:18][OH:19])[CH2:14][CH2:13]1>C(Cl)(Cl)Cl>[CH3:11][N:12]1[CH2:17][CH2:16][CH:15]([CH2:18][O:19][C:3](=[O:4])[C:2](=[O:1])[C:6]2[S:7][CH:8]=[CH:9][CH:10]=2)[CH2:14][CH2:13]1. Reported procedure: To a solution of oxo-thiophen-2-yl-acetyl chloride (31.5 mmol) at 0 to 5° C. in chloroform (60 ml) is added a solution of (1-Methyl-piperidin-4-yl)-methanol (4.07 g, 31.5 mmol) in chloroform (60 ml), dropwise maintaining the temperature below 5° C. The resulting mixture is stirred for 2 hours at room temperature. Washing with 10% potassium carbonate solution, water and then drying over magnesium sulphate, filtration and evaporation gives the title compound. Yields the product CC(C)CNc1nccc(-c2sc(C(C)(C)C)nc2-c2cccc(NS(=O)(=O)c3cc(F)ccc3F)c2)n1. Reactants: CC(C)CN, CC(C)(C)c1nc(-c2cccc(NS(=O)(=O)c3cc(F)ccc3F)c2)c(-c2ccnc(Cl)n2)s1, ClCCl. As a reaction SMILES: [CH2:35]([CH:36]([CH3:37])[CH3:38])[NH2:39].[Cl:1][c:2]1[n:3][cH:4][cH:5][c:6](-[c:8]2[c:9](-[c:17]3[cH:18][c:19]([NH:23][S:24](=[O:25])(=[O:26])[c:27]4[c:28]([F:34])[cH:29][cH:30][c:31]([F:33])[cH:32]4)[cH:20][cH:21][cH:22]3)[n:10][c:11]([C:13]([CH3:14])([CH3:15])[CH3:16])[s:12]2)[n:7]1.[Cl:40][CH2:41][Cl:42]>>[c:2]1([NH:39][CH2:35][CH:36]([CH3:37])[CH3:38])[n:3][cH:4][cH:5][c:6](-[c:8]2[c:9](-[c:17]3[cH:18][c:19]([NH:23][S:24](=[O:25])(=[O:26])[c:27]4[c:28]([F:34])[cH:29][cH:30][c:31]([F:33])[cH:32]4)[cH:20][cH:21][cH:22]3)[n:10][c:11]([C:13]([CH3:14])([CH3:15])[CH3:16])[s:12]2)[n:7]1.